Dataset: the Open Reaction Database (ORD), a public repository of structured organic reaction records. Task: describe an organic reaction: reactants, conditions, products, and yield The reactants are OC(C)C=1C=CC(=NC1)C (5-(1-hydroxyethyl)-2-methylpyridine), O (water), [H-].[Na+] (Sodium hydride), COCCl (chloromethyl methyl ether). The solvent is CN(C=O)C (N,N-dimethylformamide), oil. Reaction conditions: time 15 minute. Yields the product COCOC(C)C=1C=CC(=NC1)C (5-(1-methoxymethoxyethyl)-2-methylpyridine). Isolated yield 81.4%. As a reaction SMILES: [H-].[Na+].[OH:3][CH:4]([C:6]1[CH:7]=[CH:8][C:9]([CH3:12])=[N:10][CH:11]=1)[CH3:5].[CH3:13][O:14][CH2:15]Cl.O>CN(C)C=O>[CH3:13][O:14][CH2:15][O:3][CH:4]([C:6]1[CH:7]=[CH:8][C:9]([CH3:12])=[N:10][CH:11]=1)[CH3:5] |f:0.1|. Procedure details: Sodium hydride in oil (60%, 7.0 g) was added with ice-cooling to a solution of 5-(1-hydroxyethyl)-2-methylpyridine (20.0 g) in N,N-dimethylformamide (120 ml). The mixture was stirred for 15 minutes. Then, chloromethyl methyl ether (14.1 g) was added dropwise at the same temperature. The reaction mixture was further stirred for 30 minutes with ice-cooling. The mixture was poured into water and extracted with ethyl acetate. The ethyl acetate layer was washed with water, dried over anhydrous magnes...